Task: describe an organic reaction: reactants, conditions, products, and yield. Dataset: the Open Reaction Database (ORD), a public repository of structured organic reaction records The product is O=C1OC2=C(N1)C=C(C=C2)C#N (2-oxo-2,3-dihydro-1,3-benzoxazole-5-carbonitrile). Run at time 3.5 hour. The solvent is O (water), CN(C)C=O (DMF). RXN SMILES: [NH2:1][C:2]1[CH:3]=[C:4]([CH:7]=[CH:8][C:9]=1[OH:10])[C:5]#[N:6].C1N=CN([C:16](N2C=NC=C2)=[O:17])C=1>CN(C=O)C.O>[O:17]=[C:16]1[NH:1][C:2]2[CH:3]=[C:4]([C:5]#[N:6])[CH:7]=[CH:8][C:9]=2[O:10]1. Procedure: To a solution of 3-amino-4-hydroxybenzonitrile (730 mg) in DMF (10 ml) was added CDI (1.06 g) at 0° C., followed by stirring at room temperature for 3.5 hours. The reaction solution was diluted with water (10 ml), and extracted with EtOAc (200 ml). The organic layer was dried over anhydrous MgSO4, and then filtered, and the filtrate was concentrated under reduced pressure. The residue was purified by silica gel column chromatography (chloroform:CH3OH=98:2 to 93:7) to obtain 2-oxo-2,3-dihydro-1,3... Reactants: NC=1C=C(C#N)C=CC1O (3-amino-4-hydroxybenzonitrile), C1=CN(C=N1)C(=O)N2C=CN=C2 (CDI). The yield is 74.2%.